From a dataset of the Open Reaction Database (ORD), a public repository of structured organic reaction records. describe an organic reaction: reactants, conditions, products, and yield Starting materials: CC(C)C(=O)c1cccs1, [K+], NN, [OH-], O, O, OCCOCCO. Yields the product CC(C)Cc1cccs1. RXN SMILES: [CH3:6][CH:7]([C:8](=[O:9])[c:10]1[s:11][cH:12][cH:13][cH:14]1)[CH3:15].[K+:2].[NH2:4][NH2:5].[OH-:1].[OH2:23].[OH2:3].[OH:16][CH2:17][CH2:18][O:19][CH2:20][CH2:21][OH:22]>>[CH3:6][CH:7]([CH2:8][c:10]1[s:11][cH:12][cH:13][cH:14]1)[CH3:15]. Starting materials: Brc1ccc(I)cc1, CC(C)(C)OC(=O)N1CCCC(=O)C1, [Li]CCCC, C1CCOC1. Product: CC(C)(C)OC(=O)N1CCCC(O)(c2ccc(Br)cc2)C1. RXN SMILES: [Br:6][c:7]1[cH:8][cH:9][c:10]([I:13])[cH:11][cH:12]1.[C:14](=[O:15])([O:16][C:17]([CH3:18])([CH3:19])[CH3:20])[N:21]1[CH2:22][C:23](=[O:27])[CH2:24][CH2:25][CH2:26]1.[CH2:1]([Li:2])[CH2:3][CH2:4][CH3:5].[CH2:28]1[O:29][CH2:30][CH2:31][CH2:32]1>>[Br:6][c:7]1[cH:8][cH:9][c:10]([C:23]2([OH:27])[CH2:22][N:21]([C:14](=[O:15])[O:16][C:17]([CH3:18])([CH3:19])[CH3:20])[CH2:26][CH2:25][CH2:24]2)[cH:11][cH:12]1. Reactants: Cn1c(C(F)(F)F)ccc(-c2cc(C=O)c(Cl)cc2F)c1=O, Cl, [Mg+2], NO, O=S(=O)([O-])[O-], O, Cc1ccc(S(=O)(=O)O)cc1, Cc1ccccc1C. The product is Cn1c(C(F)(F)F)ccc(-c2cc(C#N)c(Cl)cc2F)c1=O. As a reaction SMILES: [CH3:1][n:2]1[c:3](=[O:22])[c:4](-[c:12]2[c:13]([F:21])[cH:14][c:15]([Cl:20])[c:16]([CH:17]=[O:18])[cH:19]2)[cH:5][cH:6][c:7]1[C:8]([F:9])([F:10])[F:11].[ClH:23].[Mg+2:26].[NH2:24][OH:25].[O-:27][S:28](=[O:29])(=[O:30])[O-:31].[OH2:51].[c:32]1([CH3:33])[cH:34][cH:35][c:36]([S:37]([OH:38])(=[O:39])=[O:40])[cH:41][cH:42]1.[c:43]1([CH3:44])[c:45]([CH3:46])[cH:47][cH:48][cH:49][cH:50]1>>[CH3:1][n:2]1[c:3](=[O:22])[c:4](-[c:12]2[c:13]([F:21])[cH:14][c:15]([Cl:20])[c:16]([C:17]#[N:24])[cH:19]2)[cH:5][cH:6][c:7]1[C:8]([F:9])([F:10])[F:11]. Reactants: N1(CCNCC1)CCN(C1CC=2C=CC=C(C2CC1)O)CCC (6-[(2-Piperazin-1-yl-ethyl)-propyl-amino]-5,6,7,8-tetrahydro-naphthalen-1-ol), N1C(=CC2=CC=CC=C12)C(=O)O (indole-2-carboxylic acid). The product is OC1=C2CCC(CC2=CC=C1)N(CCN1CCN(CC1)C(=O)C=1NC2=CC=CC=C2C1)CCC ((4-{2-[(5-Hydroxy-1,2,3,4-tetrahydro-naphthalen-2-yl)-propyl-amino]-ethyl}-piperazin-1-yl)-(1H-indol-2-yl)-methanone). The yield is 49.6%. As a reaction SMILES: [N:1]1([CH2:7][CH2:8][N:9]([CH2:21][CH2:22][CH3:23])[CH:10]2[CH2:19][CH2:18][C:17]3[C:16]([OH:20])=[CH:15][CH:14]=[CH:13][C:12]=3[CH2:11]2)[CH2:6][CH2:5][NH:4][CH2:3][CH2:2]1.[NH:24]1[C:32]2[C:27](=[CH:28][CH:29]=[CH:30][CH:31]=2)[CH:26]=[C:25]1[C:33](O)=[O:34]>>[OH:20][C:16]1[CH:15]=[CH:14][CH:13]=[C:12]2[C:17]=1[CH2:18][CH2:19][CH:10]([N:9]([CH2:21][CH2:22][CH3:23])[CH2:8][CH2:7][N:1]1[CH2:6][CH2:5][N:4]([C:33]([C:25]3[NH:24][C:32]4[C:27]([CH:26]=3)=[CH:28][CH:29]=[CH:30][CH:31]=4)=[O:34])[CH2:3][CH2:2]1)[CH2:11]2. Procedure: Compound 40e was prepared following Procedure G using 39b (43 mg, 0.14 mmol) and indole-2-carboxylic acid (30 mg, 0.19 mmol) to give 40e (32 mg, 62%) after column chromatography. 1H NMR (400 MHz, CD3OD) δ 1.02-1.06 (t, 3H, J=7.2 Hz), 1.77-1.79 (m, 3H), 2.27 (m, 1H), 2.63-2.66 (bs, 4H), 3.03-3.16 (m, 5H), 3.30-3.41 (m, 3H), 3.89 (bs, 4H), 6.59-6.61 (d, 1H, J=7.6 Hz), 6.63-6.65 (d, 1H, J=8 Hz), 6.84 (s, 1H), 6.94-6.98 (t, 1H, J=7.2 Hz), 7.04-7.08 (t, 1H, J=7.2 Hz), 7.19-7.23 (t, 1H, J=7.2 Hz), 7.4... Yields the product CCC(=O)c1ccccc1NC(=O)CC(=O)OCc1ccccc1. Starting materials: O=C([O-])CC(=O)OCc1ccccc1, ClCCCl, C1CCOC1, Cl, CCC(=O)c1ccccc1N, O, On1nnc2ccccc21. RXN SMILES: [C:12]([CH2:13][C:14](=[O:15])[O-:16])(=[O:17])[O:18][CH2:19][c:20]1[cH:21][cH:22][cH:23][cH:24][cH:25]1.[CH2:26]([Cl:27])[CH2:28][Cl:29].[CH2:42]1[O:43][CH2:44][CH2:45][CH2:46]1.[ClH:30].[NH2:1][c:2]1[c:3]([C:8]([CH2:9][CH3:10])=[O:11])[cH:4][cH:5][cH:6][cH:7]1.[OH2:41].[OH:31][n:32]1[c:33]2[c:34]([cH:35][cH:36][cH:37][cH:38]2)[n:39][n:40]1>>[NH:1]([c:2]1[c:3]([C:8]([CH2:9][CH3:10])=[O:11])[cH:4][cH:5][cH:6][cH:7]1)[C:14]([CH2:13][C:12](=[O:17])[O:18][CH2:19][c:20]1[cH:21][cH:22][cH:23][cH:24][cH:25]1)=[O:15]. The product is EtOAc hexanes, BrC1=NC(=CC=C1)C(C=1N=NN(C1)C)F (2-Bromo-6-[fluoro(1-methyl-1H-1,2,3-triazol-4-yl)methyl]pyridine). Reaction SMILES: [Br:1][C:2]1[CH:7]=[CH:6][CH:5]=[C:4]([CH:8]([F:19])[C:9]2[N:10]=[N:11][N:12]([CH2:14][Si](C)(C)C)[CH:13]=2)[N:3]=1.CCCC[N+](CCCC)(CCCC)CCCC.[F-]>C1COCC1.O>[Br:1][C:2]1[CH:7]=[CH:6][CH:5]=[C:4]([CH:8]([F:19])[C:9]2[N:10]=[N:11][N:12]([CH3:14])[CH:13]=2)[N:3]=1 |f:1.2|. Isolated yield 30.0%. Solvent: O (water), C1CCOC1 (THF). Reported procedure: To a solution of 2-bromo-6-(fluoro{1-[(trimethylsilyl)methyl]-1H-1,2,3-triazol-4-yl}methyl)pyridine (500 mg, 1.46 mmol) in THF (10 mL) was added TBAF (1.0 M in THF, 4.37 mL, 4.37 mmol). The reaction was stirred at room temperature for 2 h. It was then diluted with water and extracted with EtOAc (2×). The combined organic layers were washed with brine, dried (MgSO4), filtered, and evaporated. Flash chromatography (30-100% EtOAc/hexanes) provided the title compound as a colorless solid. Starting materials: BrC1=NC(=CC=C1)C(C=1N=NN(C1)C[Si](C)(C)C)F (2-bromo-6-(fluoro{1-[(trimethylsilyl)methyl]-1H-1,2,3-triazol-4-yl}methyl)pyridine), CCCC[N+](CCCC)(CCCC)CCCC.[F-] (TBAF). Run at time 2 hour. Reagents/catalysts: [Pd] (Pd/C). Reaction SMILES: [C:1]([Si:5]([O:18][CH2:19][C:20]1[CH:25]=[CH:24][C:23]([N+:26]([O-])=O)=[CH:22][CH:21]=1)([C:12]1[CH:17]=[CH:16][CH:15]=[CH:14][CH:13]=1)[C:6]1[CH:11]=[CH:10][CH:9]=[CH:8][CH:7]=1)([CH3:4])([CH3:3])[CH3:2].C([O-])=O.[NH4+]>C(O)C.[Pd]>[C:1]([Si:5]([O:18][CH2:19][C:20]1[CH:25]=[CH:24][C:23]([NH2:26])=[CH:22][CH:21]=1)([C:12]1[CH:17]=[CH:16][CH:15]=[CH:14][CH:13]=1)[C:6]1[CH:7]=[CH:8][CH:9]=[CH:10][CH:11]=1)([CH3:4])([CH3:2])[CH3:3] |f:1.2|. Procedure: To a stirred solution of 13 (5.00 g, 12.77 mmol) in ethanol (100 ml) was added Pd/C (10%, 1.50 g) and ammonium formate (4.60 g) at room temperature. After 1.5 h the catalyst was removed by filtration, the filtrate concentrated to dryness under vacuum and the residue partitioned between EtOAc:H2O. The organic layer was dried (MgSO4) and concentrated under vacuum to give 14 as an oil; yield: 4.24 g (92%); vmax /cm-1 (film): 3433, 3378 (NH2), 2931, 2857 (CH2, asym., sym.); 1H-NMR, dH : 1.00 (9H, s,... Reactants: C(C)(C)(C)[Si](C1=CC=CC=C1)(C1=CC=CC=C1)OCC1=CC=C(C=C1)[N+](=O)[O-] ((4-nitro-benzyl) tert-butyl-di-phenyl-silyl ether), C(=O)[O-].[NH4+] (ammonium formate). Product: C(C)(C)(C)[Si](C1=CC=CC=C1)(C1=CC=CC=C1)OCC1=CC=C(C=C1)N ((4-amino-benzyl) tert-butyl-di-phenyl-silyl ether). Run in C(C)O (ethanol).